The task is: describe an organic reaction: reactants, conditions, products, and yield. This data is from the Open Reaction Database (ORD), a public repository of structured organic reaction records. RXN SMILES: [CH3:1][N:2]([CH3:3])[CH:4]=[O:5].[CH3:34][NH:35][CH:36]1[CH2:37][NH:38][CH2:39]1.[CH3:40][N:41]1[CH2:42][CH2:43][CH2:44][CH2:45]1.[CH3:46][CH2:47][OH:48].[ClH:32].[ClH:33].[NH2:6][c:7]1[c:8]([F:31])[cH:9][c:10]([F:30])[c:11](-[n:13]2[cH:14][c:15]([C:27](=[O:28])[OH:29])[c:16](=[O:26])[c:17]3[cH:18][c:19]([F:25])[c:20]([F:24])[c:21]([F:23])[c:22]23)[n:12]1>>[NH2:6][c:7]1[c:8]([F:31])[cH:9][c:10]([F:30])[c:11](-[n:13]2[cH:14][c:15]([C:27](=[O:28])[OH:29])[c:16](=[O:26])[c:17]3[cH:18][c:19]([F:25])[c:20]([N:38]4[CH2:37][CH:36]([NH:35][CH3:34])[CH2:39]4)[c:21]([F:23])[c:22]23)[n:12]1. The reactants are CN(C)C=O, CNC1CNC1, CN1CCCC1, CCO, Cl, Cl, Nc1nc(-n2cc(C(=O)O)c(=O)c3cc(F)c(F)c(F)c32)c(F)cc1F. Product: CNC1CN(c2c(F)cc3c(=O)c(C(=O)O)cn(-c4nc(N)c(F)cc4F)c3c2F)C1. Reactants: ClC=1SC2=C(N1)C(C=1C=CC=CC1C2=O)=O (2-chloro-4,9-dihydro-4,9-dioxo-naphtho[2,3-d]thiazole), NC1=CC=CC=C1 (aniline). The solvent is C(C)O (ethanol). The product is O=C1C=2C=CC=CC2C(C2=C1N=C(S2)NC2=CC=CC=C2)=O (4,9-dihydro-4,9-dioxo-2-phenylamino-naphtho[2,3-d]thiazole). Isolated yield 80.0%. Reaction SMILES: Cl[C:2]1[S:3][C:4]2[C:14](=[O:15])[C:13]3[CH:12]=[CH:11][CH:10]=[CH:9][C:8]=3[C:7](=[O:16])[C:5]=2[N:6]=1.[NH2:17][C:18]1[CH:23]=[CH:22][CH:21]=[CH:20][CH:19]=1>C(O)C>[O:16]=[C:7]1[C:5]2[N:6]=[C:2]([NH:17][C:18]3[CH:23]=[CH:22][CH:21]=[CH:20][CH:19]=3)[S:3][C:4]=2[C:14](=[O:15])[C:13]2[CH:12]=[CH:11][CH:10]=[CH:9][C:8]1=2. Procedure details: To a solution of 200 mg (0.8 mmol) of 2-chloro-4,9-dihydro-4,9-dioxo-naphtho[2,3-d]thiazole in 100 mL of ethanol, 730 μL (8 mmol) of aniline are added at 80° C. The reaction mixture is heated to reflux for 3.5 h; the red precipitate obtained is filtered after cooling, then purified on a cake (support: silica 6-35 μm; eluant: dichloromethane/heptane, 20/80 to 100/0, then dichloromethane/ethyl acetate, 99.5/0.5 to 0/100). The clean fractions are combined, then filtered through micropores; the solv... The reactants are O=C(O)C(O)C(O)C(=O)O, CSc1nc(=O)c(Cc2ccc(C)nc2)c[nH]1, CC(C)O, NCCCOn1cc(CN2CCCCC2)cn1, c1ccncc1. The product is Cc1ccc(Cc2c[nH]c(NCCCOn3cc(CN4CCCCC4)cn3)nc2=O)cn1. Reaction SMILES: [C:35]([OH:36])(=[O:37])[CH:38]([CH:39]([C:40]([OH:41])=[O:42])[OH:43])[OH:44].[CH3:18][S:19][c:20]1[nH:21][cH:22][c:23]([CH2:27][c:28]2[cH:29][cH:30][c:31]([CH3:34])[n:32][cH:33]2)[c:24](=[O:26])[n:25]1.[CH:51]([OH:52])([CH3:53])[CH3:54].[N:1]1([CH2:7][c:8]2[cH:9][n:10][n:11]([O:13][CH2:14][CH2:15][CH2:16][NH2:17])[cH:12]2)[CH2:2][CH2:3][CH2:4][CH2:5][CH2:6]1.[cH:45]1[cH:46][cH:47][n:48][cH:49][cH:50]1>>[N:1]1([CH2:7][c:8]2[cH:9][n:10][n:11]([O:13][CH2:14][CH2:15][CH2:16][NH:17][c:20]3[nH:21][cH:22][c:23]([CH2:27][c:28]4[cH:29][cH:30][c:31]([CH3:34])[n:32][cH:33]4)[c:24](=[O:26])[n:25]3)[cH:12]2)[CH2:2][CH2:3][CH2:4][CH2:5][CH2:6]1. Starting materials: N1(C=NC=C1)C[C@H](C1=CC=CC=C1)OC1=C(C=2CCCC(C2C=C1)=O)CSC=1C=C(C(=O)O)C=CC1 (3-{[(2-{[(1S)-2-(1H-imidazol-1-yl)-1-phenylethyl]oxy}-5-oxo-5,6,7,8-tetrahydro-1-naphthalenyl)methyl]sulfanyl}benzoic acid), NCC(C)O (1-amino-2-propanol). The product is OC(CNC(C1=CC(=CC=C1)SCC1=C(C=CC=2C(CCCC12)=O)O[C@H](CN1C=NC=C1)C1=CC=CC=C1)=O)C (N-(2-Hydroxypropyl)-3-{[(2-{[(1S)-2-(1H-imidazol-1-yl)-1-phenylethyl]oxy}-5-oxo-5,6,7,8-tetrahydro-1-naphthalenyl)methyl]sulfanyl}benzamide). The yield is 82.8%. Reaction SMILES: [N:1]1([CH2:6][C@@H:7]([O:14][C:15]2[CH:24]=[CH:23][C:22]3[C:21](=[O:25])[CH2:20][CH2:19][CH2:18][C:17]=3[C:16]=2[CH2:26][S:27][C:28]2[CH:29]=[C:30]([CH:34]=[CH:35][CH:36]=2)[C:31](O)=[O:32])[C:8]2[CH:13]=[CH:12][CH:11]=[CH:10][CH:9]=2)[CH:5]=[CH:4][N:3]=[CH:2]1.[NH2:37][CH2:38][CH:39]([OH:41])[CH3:40]>>[OH:41][CH:39]([CH3:40])[CH2:38][NH:37][C:31](=[O:32])[C:30]1[CH:34]=[CH:35][CH:36]=[C:28]([S:27][CH2:26][C:16]2[C:17]3[CH2:18][CH2:19][CH2:20][C:21](=[O:25])[C:22]=3[CH:23]=[CH:24][C:15]=2[O:14][C@@H:7]([C:8]2[CH:13]=[CH:12][CH:11]=[CH:10][CH:9]=2)[CH2:6][N:1]2[CH:5]=[CH:4][N:3]=[CH:2]2)[CH:29]=1. Reported procedure: Using the method in Example 172, 3-{[(2-{[(1S)-2-(1H-imidazol-1-yl)-1-phenylethyl]oxy}-5-oxo-5,6,7,8-tetrahydro-1-naphthalenyl)methyl]sulfanyl}benzoic acid (50 mg, 0.10 mmol, 0.20M in DMF) and 1-amino-2-propanol (23 mg, 0.30 mmol, 0.6M in DMF) were combined to give 46 mg of the desired compound: Low resolution mass spectrum (LC-MS, APCI) m/z 556 [M+H]+. The reactants are ClC1=NC=C(C(=N1)NC1=NNC(=C1)C1CC1)Cl (2,5-Dichloro-N-(5-cyclopropyl-1H-pyrazol-3-yl)pyrimidin-4-amine), Cl.O1C(CCCC1)N1C=NC2=C1C=CC(=C2)[C@H](C)N ((1S)-1-(1-(tetrahydro-2H-pyran-2-yl)-1H-benzo[d]imidazol-5-yl)ethanamine hydrochloride), CCN(C(C)C)C(C)C (DIPEA). The solvent is CCCCO (n-BuOH). Conditions: temperature 160 celsius. Yields the product N1C=NC2=C1C=CC(=C2)[C@H](C)NC2=NC=C(C(=N2)NC2=NNC(=C2)C2CC2)Cl ((S)—N2-(1-(1H-benzo[d]imidazol-5-yl)ethyl)-5-chloro-N4-(5-cyclopropyl-1H-pyrazol-3-yl)pyrimidine-2,4-diamine). As a reaction SMILES: Cl[C:2]1[N:7]=[C:6]([NH:8][C:9]2[CH:13]=[C:12]([CH:14]3[CH2:16][CH2:15]3)[NH:11][N:10]=2)[C:5]([Cl:17])=[CH:4][N:3]=1.Cl.O1CCCCC1[N:25]1[C:29]2[CH:30]=[CH:31][C:32]([C@@H:34]([NH2:36])[CH3:35])=[CH:33][C:28]=2[N:27]=[CH:26]1.CCN(C(C)C)C(C)C>CCCCO>[NH:25]1[C:29]2[CH:30]=[CH:31][C:32]([C@@H:34]([NH:36][C:2]3[N:7]=[C:6]([NH:8][C:9]4[CH:13]=[C:12]([CH:14]5[CH2:16][CH2:15]5)[NH:11][N:10]=4)[C:5]([Cl:17])=[CH:4][N:3]=3)[CH3:35])=[CH:33][C:28]=2[N:27]=[CH:26]1 |f:1.2|. Procedure: To a solution of 57 (135 mg, 0.5 mmol) in n-BuOH (3 mL) in a microwave vial was added 126 (184 mg, 0.75 mmol), then DIPEA (0.26 mL, 1.5 mmol) was added dropwise. The vial was sealed with a rubber septa and heated in the microwave for 90 min at 160° C. The solvent was evaporated under reduced pressure and the crude residue was taken up in DCM (5 mL) and MeOH (5 mL) and the solvent was again concentrated in vacuo. The residue was diluted in DMF (2 mL) and filtered to remove any undissolved solids.... Reactants: Cl.C(C)OC(=O)CCC1=C(SC=2N1CCCN2)C(=O)OC(C)(C)C (t-Butyl 3-(2-ethoxycarbonylethyl)-6,7-dihydro-5H-thiazolo[3,2-a]-pyrimidine-2-carboxylate hydrochloride). Run in C(C)O.Cl (hydrogenchloride ethanol). Conditions: time 18 hour. Product: Cl.C(C)OC(=O)CCC1=C(SC=2N1CCCN2)C(=O)O (3-(2-Ethoxycarbonylethyl)-6,7-dihydro-5H-thiazolo[3,2-a]-pyrimidine-2-carboxylic acid hydrochloride). Yield: 49.4%. RXN SMILES: [ClH:1].[CH2:2]([O:4][C:5]([CH2:7][CH2:8][C:9]1[N:13]2[CH2:14][CH2:15][CH2:16][N:17]=[C:12]2[S:11][C:10]=1[C:18]([O:20]C(C)(C)C)=[O:19])=[O:6])[CH3:3]>C(O)C.Cl>[ClH:1].[CH2:2]([O:4][C:5]([CH2:7][CH2:8][C:9]1[N:13]2[CH2:14][CH2:15][CH2:16][N:17]=[C:12]2[S:11][C:10]=1[C:18]([OH:20])=[O:19])=[O:6])[CH3:3] |f:0.1,2.3,4.5|. Procedure details: In saturated hydrogenchloride ethanol solution was suspended 13.4 g of tert-butyl 3-(2-ethoxycarbonylethyl)-6,7-dihydro-5H-thiazolo[3,2-a]pyrimidine-2-carboxylate hydrochloride obtained in Example 77, followed by stirring at room temperature for 18 hours. The precipitated crystals were collected by filtration and washed with diethylether to yield 5.63 g of the titled compound. The reactants are ClC1=NC2=CC=CC=C2C(=N1)Cl (2,4-dichloro-quinazoline), C(C)(C)N(C(C)C)CC (N,N-diisopropyl-ethylamine), NC1=CC=CC=C1 (aniline). Solvent: C(C)(C)O (isopropanol). The product is ClC1=NC2=CC=CC=C2C(=N1)NC1=CC=CC=C1 (2-chloro-4-phenylamino-quinazoline). Reaction SMILES: [Cl:1][C:2]1[N:11]=[C:10](Cl)[C:9]2[C:4](=[CH:5][CH:6]=[CH:7][CH:8]=2)[N:3]=1.C(N(CC)C(C)C)(C)C.[NH2:22][C:23]1[CH:28]=[CH:27][CH:26]=[CH:25][CH:24]=1>C(O)(C)C>[Cl:1][C:2]1[N:11]=[C:10]([NH:22][C:23]2[CH:28]=[CH:27][CH:26]=[CH:25][CH:24]=2)[C:9]2[C:4](=[CH:5][CH:6]=[CH:7][CH:8]=2)[N:3]=1. Reported procedure: A solution of 2,4-dichloro-quinazoline (15 g), N,N-diisopropyl-ethylamine (24.9 ml) and aniline (7.5 ml) in isopropanol (75 ml) is heated to reflux for 45 min. The cold reaction mixture is filtered and the filtrate is concentrated in vacuo. The residue is crystallized from diethylether-toluene (1:1) to give 2-chloro-4-phenylamino-quinazoline, m.p. 194-196° C.